Dataset: the Open Reaction Database (ORD), a public repository of structured organic reaction records. Task: describe an organic reaction: reactants, conditions, products, and yield Reactants: C(C=C)(=O)Cl (acryloyl chloride), ClC=1C(=NC(=NC1)NC1=CC(=C(C=C1OC)N1C[C@H](CC1)N(C)C)N)C=1C=NN2C1C=CC=C2 ((S)—N1-[5-chloro-4-(pyrazolo[1,5-a]pyridin-3-yl)pyrimidin-2-yl]-4-[3-(dimethylamino)pyrrolidin-1-yl]-6-methoxybenzene-1,3-diamine), ClC=1C(=NC(=NC1)NC1=CC(=C(C=C1OC)N1C[C@H](CC1)N(C)C)N)C=1C=NN2C1C=CC=C2 ((S)—N1-[5-chloro-4-(pyrazolo[1,5-a]pyridin-3-yl)pyrimidin-2-yl]-4-[3-(dimethylamino)pyrrolidin-1-yl]-6-methoxybenzene-1,3-diamine), CCN(C(C)C)C(C)C (DIPEA). Solvent: C(Cl)Cl (CH2Cl2), C(Cl)Cl (CH2Cl2). Conditions: time 3 hour. The product is ClC=1C(=NC(=NC1)NC=1C(=CC(=C(C1)NC(C=C)=O)N1C[C@H](CC1)N(C)C)OC)C=1C=NN2C1C=CC=C2 (N-{5-[(5-Chloro-4-pyrazolo[1,5-a]pyridin-3-ylpyrimidin-2-yl)amino]-2-[(3S)-3-dimethylaminopyrrolidin-1-yl]-4-methoxyphenyl}prop-2-enamide). The yield is 70.0%. Reaction SMILES: [C:1](Cl)(=[O:4])[CH:2]=[CH2:3].[Cl:6][C:7]1[C:8]([C:31]2[CH:32]=[N:33][N:34]3[CH:39]=[CH:38][CH:37]=[CH:36][C:35]=23)=[N:9][C:10]([NH:13][C:14]2[C:19]([O:20][CH3:21])=[CH:18][C:17]([N:22]3[CH2:26][CH2:25][C@H:24]([N:27]([CH3:29])[CH3:28])[CH2:23]3)=[C:16]([NH2:30])[CH:15]=2)=[N:11][CH:12]=1.CCN(C(C)C)C(C)C>C(Cl)Cl>[Cl:6][C:7]1[C:8]([C:31]2[CH:32]=[N:33][N:34]3[CH:39]=[CH:38][CH:37]=[CH:36][C:35]=23)=[N:9][C:10]([NH:13][C:14]2[C:19]([O:20][CH3:21])=[CH:18][C:17]([N:22]3[CH2:26][CH2:25][C@H:24]([N:27]([CH3:29])[CH3:28])[CH2:23]3)=[C:16]([NH:30][C:1](=[O:4])[CH:2]=[CH2:3])[CH:15]=2)=[N:11][CH:12]=1. Reported procedure: A solution of acryloyl chloride (0.042 mL, 0.52 mmol) in CH2Cl2 (1 mL) was added dropwise to a mixture of (S)—N1-[5-chloro-4-(pyrazolo[1,5-a]pyridin-3-yl)pyrimidin-2-yl]-4-[3-(dimethylamino)pyrrolidin-1-yl]-6-methoxybenzene-1,3-diamine (Intermediate 61, 250 mg, 0.52 mmol) and DIPEA (0.099 mL, 0.57 mmol) in CH2Cl2 (5 mL), which was cooled in an ice/water bath. The mixture was stirred for 3 h and then washed with brine, dried (Na2SO4) and concentrated in vacuo. Purification by FCC, eluting with 2%... Starting materials: C(#C)C1=CC2=C(N(C=N2)C=2C=C(C=C(C2)C2=C(C=C(C=C2)F)F)NC(C)=O)C=C1 (N-(5-(5-ethynyl-1H-benzo[d]imidazol-1-yl)-2′,4′-difluorobiphenyl-3-yl)acetamide), C(C)OC(CN=[N+]=[N-])=O (ethyl-2-azidoacetate), O=C1C(O)=C([O-])[C@H](O1)[C@@H](O)CO.[Na+] (sodium ascorbate). Reagents/catalysts: O.O.O.O.O.S(=O)(=O)([O-])[O-].[Cu+2] (copper sulfate pentahydrate). Solvent: C(C)(C)(C)O (t-butanol), O (water). Reaction conditions: time 12 hour. Yields the product C(C)(=O)NC=1C=C(C=C(C1)C1=C(C=C(C=C1)F)F)N1C=NC2=C1C=CC(=C2)C2=CN=NN2CC(=O)OCC (Ethyl 2-(5-(1-(5-acetamido-2′,4′-difluoro-[1,1′-biphenyl]-3-yl)-1H-benzo[d]-imidazol-5-yl)-1H-1,2,3-triazol-1-yl)acetate). Isolated yield 75.0%. RXN SMILES: [C:1]([C:3]1[CH:29]=[CH:28][C:6]2[N:7]([C:10]3[CH:11]=[C:12]([NH:24][C:25](=[O:27])[CH3:26])[CH:13]=[C:14]([C:16]4[CH:21]=[CH:20][C:19]([F:22])=[CH:18][C:17]=4[F:23])[CH:15]=3)[CH:8]=[N:9][C:5]=2[CH:4]=1)#[CH:2].[CH2:30]([O:32][C:33](=[O:38])[CH2:34][N:35]=[N+:36]=[N-:37])[CH3:31].O=C1O[C@H]([C@H](CO)O)C([O-])=C1O.[Na+]>C(O)(C)(C)C.O.O.O.O.O.O.S([O-])([O-])(=O)=O.[Cu+2]>[C:25]([NH:24][C:12]1[CH:11]=[C:10]([N:7]2[C:6]3[CH:28]=[CH:29][C:3]([C:1]4[N:35]([CH2:34][C:33]([O:32][CH2:30][CH3:31])=[O:38])[N:36]=[N:37][CH:2]=4)=[CH:4][C:5]=3[N:9]=[CH:8]2)[CH:15]=[C:14]([C:16]2[CH:21]=[CH:20][C:19]([F:22])=[CH:18][C:17]=2[F:23])[CH:13]=1)(=[O:27])[CH3:26] |f:2.3,6.7.8.9.10.11.12|. Reported procedure: A mixture of N-(5-(5-ethynyl-1H-benzo[d]imidazol-1-yl)-2′,4′-difluorobiphenyl-3-yl)acetamide (258 mg, 0.6 mmol), ethyl-2-azidoacetate (180 mg, 0.8 mmol, 1.3 eq.), sodium ascorbate (125 mg, 0.6 mmol, 1.0 eq.) and copper sulfate pentahydrate (80 mg, 0.32 mmol, 0.5 eq.) in t-butanol and water (1:1, 3 ml) was stirred for 12 h at RT. The mixture was quenched with water and the precipitate formed was filtered and dried to give the product in 75% yield (250 mg). The reactants are CCN(C(C)C)C(C)C, C1CCOC1, O=S(=O)(Cl)C1CC1, CSc1ccc(C(Oc2ccc3c(cnn3-c3ccc(F)cc3)c2)C(C)N)cc1. Yields the product CSc1ccc(C(Oc2ccc3c(cnn3-c3ccc(F)cc3)c2)C(C)NS(=O)(=O)C2CC2)cc1. As a reaction SMILES: [CH2:30]([N:31]([CH:32]([CH3:33])[CH3:34])[CH:35]([CH3:36])[CH3:37])[CH3:38].[CH2:46]1[O:47][CH2:48][CH2:49][CH2:50]1.[CH:39]1([S:42](=[O:43])(=[O:44])[Cl:45])[CH2:40][CH2:41]1.[F:1][c:2]1[cH:3][cH:4][c:5](-[n:8]2[n:9][cH:10][c:11]3[cH:12][c:13]([O:17][CH:18]([CH:19]([CH3:20])[NH2:21])[c:22]4[cH:23][cH:24][c:25]([S:28][CH3:29])[cH:26][cH:27]4)[cH:14][cH:15][c:16]23)[cH:6][cH:7]1>>[F:1][c:2]1[cH:3][cH:4][c:5](-[n:8]2[n:9][cH:10][c:11]3[cH:12][c:13]([O:17][CH:18]([CH:19]([CH3:20])[NH:21][S:42]([CH:39]4[CH2:40][CH2:41]4)(=[O:43])=[O:44])[c:22]4[cH:23][cH:24][c:25]([S:28][CH3:29])[cH:26][cH:27]4)[cH:14][cH:15][c:16]23)[cH:6][cH:7]1. Reactants: BrC=1C=C(C=C(C1)SC1=CC=C(C=C1)[N+](=O)[O-])N(C(C)=O)C (N-[3-bromo-5-(4-nitrophenylsulphanyl) -phenyl]-N-methylacetamide). The solvent is O1CCOCC1 (dioxane), [OH-].[Na+] (NaOH). The product is BrC=1C=C(C=C(C1)SC1=CC=C(C=C1)[N+](=O)[O-])NC ([3-bromo-5-(4-nitrophenylsulphanyl)-phenyl]-methylamine). Isolated yield 106.6%. Reaction SMILES: [Br:1][C:2]1[CH:3]=[C:4]([N:18](C)[C:19](=O)C)[CH:5]=[C:6]([S:8][C:9]2[CH:14]=[CH:13][C:12]([N+:15]([O-:17])=[O:16])=[CH:11][CH:10]=2)[CH:7]=1>O1CCOCC1.[OH-].[Na+]>[Br:1][C:2]1[CH:3]=[C:4]([NH:18][CH3:19])[CH:5]=[C:6]([S:8][C:9]2[CH:10]=[CH:11][C:12]([N+:15]([O-:17])=[O:16])=[CH:13][CH:14]=2)[CH:7]=1 |f:2.3|. Reported procedure: 0.79 g (0.002 mol) of N-[3-bromo-5-(4-nitrophenylsulphanyl) -phenyl]-N-methylacetamide was dissolved in a mixture of 10 ml of dioxane and 10 ml of 1N NaOH and heated at reflux for 2 hrs. Subsequently, the organic solvent was distilled off and the residue was made neutral with 1N HCl and extracted with ethyl acetate. The organic phase was washed with water and sat. sodium chloride solution, dried over MgSO4, filtered, concentrated and dried. There was obtained 0.723 g (100%) of [3-bromo-5-(4-nitr... Reactants: BrC1=C(C2=CC(=C(C=C2C=C1CCC)OC)F)O (2-Bromo-7-fluoro-6-(methyloxy)-3-propyl-1-naphthalenol), COCCl (chloromethyl methyl ether), C(C)(C)N(CC)C(C)C (diisopropylethylamine). Solvent: C1CCOC1 (THF). The product is BrC1=C(C2=CC(=C(C=C2C=C1CCC)OC)F)OCOC (2-Bromo-7-fluoro-6-(methyloxy)-1-{[(methyloxy)methyl]oxy}-3-propyl naphthalene). Isolated yield 83.0%. RXN SMILES: [Br:1][C:2]1[C:11]([CH2:12][CH2:13][CH3:14])=[CH:10][C:9]2[C:4](=[CH:5][C:6]([F:17])=[C:7]([O:15][CH3:16])[CH:8]=2)[C:3]=1[OH:18].[CH3:19][O:20][CH2:21]Cl.C(N(C(C)C)CC)(C)C>C1COCC1>[Br:1][C:2]1[C:11]([CH2:12][CH2:13][CH3:14])=[CH:10][C:9]2[C:4](=[CH:5][C:6]([F:17])=[C:7]([O:15][CH3:16])[CH:8]=2)[C:3]=1[O:18][CH2:19][O:20][CH3:21]. Procedure: 2-Bromo-7-fluoro-6-(methyloxy)-3-propyl-1-naphthalenol (134) (0.52 g, 1.66 mmol) was treated with chloromethyl methyl ether in the presence of diisopropylethylamine in THF to give 0.49 g (83%) of the title compound (135) as a light yellow oil. 1H NMR (400 MHz, CDCl3): δ 1.01 (t, J=7.3 Hz, 3H), 1.65-1.75 (m, 2H), 2.83 (t, J=7.8 Hz, 2H), 3.72 (s, 3H), 3.98 (s, 3H), 5.21 (s, 2H), 7.10 (d, J=8.3 Hz, 1H), 7.37 (s, 1H), 7.76 (d, J=12.4 Hz, 1H). LCMS (ESI): m/z 379 (M+Na)+. Starting materials: ClC1=CC=C(S1)CCl (5-chloro-2-thenyl chloride), ClC1=CC=C(NC=2SC3=C(C(N2)=O)C=CC=N3)C=C1 (2-(4-chloroanilino)-4H-pyrido[3,2-e]-1,3-thiazin-4-one), [H-].[Li+] (lithium hydride). Solvent: CN(C)C=O (DMF). Yields the product ClC1=CC=C(C=C1)N=C1SC2=C(C(N1CC1=CC=C(S1)Cl)=O)C=CC=N2 (2-(4-chlorophenylimino)-3-(5-chloro-2-thenyl)-2,3-dihydro-4H-pyrido[3,2-e]-1,3-thiazin-4-one), ClC1=CC=C(C=C1)N(CC1=CC=C(S1)Cl)C=1SC2=C(C(N1)=O)C=CC=N2 (2-[N-(4-chlorophenyl)-N-(5-chloro-2-thenyl)amino]-4H-pyrido[3,2-e]-1,3-thiazin-4-one). The yield is 14.3%. As a reaction SMILES: [Cl:1][C:2]1[CH:19]=[CH:18][C:5]([NH:6][C:7]2[S:8][C:9]3[N:17]=[CH:16][CH:15]=[CH:14][C:10]=3[C:11](=[O:13])[N:12]=2)=[CH:4][CH:3]=1.[H-].[Li+].[Cl:22][C:23]1[S:27][C:26]([CH2:28]Cl)=[CH:25][CH:24]=1>CN(C=O)C>[Cl:1][C:2]1[CH:19]=[CH:18][C:5]([N:6]=[C:7]2[N:12]([CH2:28][C:26]3[S:27][C:23]([Cl:22])=[CH:24][CH:25]=3)[C:11](=[O:13])[C:10]3[CH:14]=[CH:15][CH:16]=[N:17][C:9]=3[S:8]2)=[CH:4][CH:3]=1.[Cl:1][C:2]1[CH:19]=[CH:18][C:5]([N:6]([C:7]2[S:8][C:9]3[N:17]=[CH:16][CH:15]=[CH:14][C:10]=3[C:11](=[O:13])[N:12]=2)[CH2:28][C:26]2[S:27][C:23]([Cl:22])=[CH:24][CH:25]=2)=[CH:4][CH:3]=1 |f:1.2|. Reported procedure: The reaction procedure of Example 11 was followed except that 2.536 g (8.75 mmol) of 2-(4-chloroanilino)-4H-pyrido[3,2-e]-1,3-thiazin-4-one, 154 mg of lithium hydride, 1.462 g of 5-chloro-2-thenyl chloride and 40 ml of DMF were used. The resulting residue was then purified through silica gel column chromatography (eluant: chloroform). As a result, 2.643 of 2-(4-chlorophenylimino)-3-(5-chloro-2-thenyl)-2,3-dihydro-4H-pyrido[3,2-e]-1,3-thiazin-4-one (recrystallized from ethanol) was obtained as a ... Starting materials: CN(C)C=Cc1ccn(-c2ccsc2)c(=O)c1, [O-][I+3]([O-])([O-])[O-], [Na+], C1CCOC1. Product: O=Cc1ccn(-c2ccsc2)c(=O)c1. As a reaction SMILES: [CH3:1][N:2]([CH3:3])[CH:17]=[CH:4][c:5]1[cH:6][c:7](=[O:16])[n:8](-[c:11]2[cH:12][s:13][cH:14][cH:15]2)[cH:9][cH:10]1.[I+3:18]([O-:19])([O-:20])([O-:21])[O-:22].[Na+:23].[O:24]1[CH2:25][CH2:26][CH2:27][CH2:28]1>>[CH:4]([c:5]1[cH:6][c:7](=[O:16])[n:8](-[c:11]2[cH:12][s:13][cH:14][cH:15]2)[cH:9][cH:10]1)=[O:19]. Starting materials: C1CCOC1, CCOC(=O)C(C)NC(=O)c1cccc2c1NC1CCCC21, [Li+], [OH-]. Yields the product CC(NC(=O)c1cccc2c1NC1CCCC21)C(=O)O. Reaction SMILES: [CH2:25]1[O:26][CH2:27][CH2:28][CH2:29]1.[CH2:3]1[CH2:4][CH2:5][CH:6]2[NH:7][c:8]3[c:9]([C:15](=[O:16])[NH:17][CH:18]([C:19](=[O:20])[O:21][CH2:22][CH3:23])[CH3:24])[cH:10][cH:11][cH:12][c:13]3[CH:14]12.[Li+:1].[OH-:2]>>[CH2:3]1[CH2:4][CH2:5][CH:6]2[NH:7][c:8]3[c:9]([C:15](=[O:16])[NH:17][CH:18]([C:19](=[O:20])[OH:21])[CH3:24])[cH:10][cH:11][cH:12][c:13]3[CH:14]12. The reactants are ClS(=O)(=O)C1=CSC2=C1C(=NC=C2)N2CCN(CC2)C(=O)OC(C)(C)C (tert-butyl 4-[3-(chlorosulfonyl)thieno[3,2-c]pyridin-4-yl]piperazine-1-carboxylate), C(C)(C)C1=CC=C(N)C=C1 (4-isopropylaniline). Product: C(C)(C)(C)OC(=O)N1CCN(CC1)C1=NC=CC2=C1C(=CS2)S(=O)(=O)NC2=CC=C(C=C2)C(C)C (tert-Butyl-4-(3-{[(4-isopropylphenyl)amino]sulfonyl}thieno[3,2-c]pyridin-4-yl)piperazine-1-carboxylate). Yield: 52.5%. Reaction SMILES: Cl[S:2]([C:5]1[C:9]2[C:10]([N:14]3[CH2:19][CH2:18][N:17]([C:20]([O:22][C:23]([CH3:26])([CH3:25])[CH3:24])=[O:21])[CH2:16][CH2:15]3)=[N:11][CH:12]=[CH:13][C:8]=2[S:7][CH:6]=1)(=[O:4])=[O:3].[CH:27]([C:30]1[CH:36]=[CH:35][C:33]([NH2:34])=[CH:32][CH:31]=1)([CH3:29])[CH3:28]>>[C:23]([O:22][C:20]([N:17]1[CH2:18][CH2:19][N:14]([C:10]2[C:9]3[C:5]([S:2]([NH:34][C:33]4[CH:35]=[CH:36][C:30]([CH:27]([CH3:29])[CH3:28])=[CH:31][CH:32]=4)(=[O:4])=[O:3])=[CH:6][S:7][C:8]=3[CH:13]=[CH:12][N:11]=2)[CH2:15][CH2:16]1)=[O:21])([CH3:26])([CH3:25])[CH3:24]. Procedure: Prepared from tert-butyl 4-[3-(chlorosulfonyl)thieno[3,2-c]pyridin-4-yl]piperazine-1-carboxylate (90.0 mg, 0.215 mmol) and 4-isopropylaniline (37.9 mg, 0.28 mmol) to give the title compound as an off-white solid (58.3 mg, 52%). 1H NMR (400 MHz, CDCl3) δ 1.12 (d, J=7.0 Hz, 6H), 1.47 (s, 9H), 2.76 (sept., J=6.9 Hz, 2H), 3.01-3.53 (m, 6H), 4.04-4.41 (m, 2H), 6.79 (d, J=8.5 Hz, 2H), 6.66 (d, J=8.5 Hz, 2H), 7.69 (d, J=5.5 Hz, 1H), 8.23 (s, 1H), 8.40 (d, J=5.5 Hz, 1H), 9.90 (s, 1H). MS (ESI+) m/z 517....